From a dataset of the Open Reaction Database (ORD), a public repository of structured organic reaction records. describe an organic reaction: reactants, conditions, products, and yield The reactants are solid, Cl.Cl.Cl.O1COC2=C1C=CC=C2N2CCN(CC2)CC[C@@H]2CC[C@H](CC2)N (Trans-4-[2-(4-Benzo[1,3]dioxol-4-yl-piperazin-1-yl)-ethyl]-cyclohexylamine trihydrochloride), Cl.Cl.Cl.O1COC2=C1C=CC=C2N2CCN(CC2)CC[C@@H]2CC[C@H](CC2)N (Trans-4-[2-(4-Benzo[1,3]dioxol-4-yl-piperazin-1-yl)-ethyl]-cyclohexylamine trihydrochloride), O1C(CCC1)C(=O)O (tetrahydrofuran-2-carboxylic acid). Yields the product O1COC2=C1C=CC=C2N2CCN(CC2)CC[C@@H]2CC[C@H](CC2)NC(=O)C2OCCC2 (Tetrahydro-furan-2-carboxylic acid-trans-N-{4-[2-(4-benzo[1,3]dioxol-4-yl-piperazin-1-yl)-ethyl]-cyclohexyl}-amide). RXN SMILES: Cl.Cl.Cl.[O:4]1[C:8]2[CH:9]=[CH:10][CH:11]=[C:12]([N:13]3[CH2:18][CH2:17][N:16]([CH2:19][CH2:20][C@H:21]4[CH2:26][CH2:25][C@H:24]([NH2:27])[CH2:23][CH2:22]4)[CH2:15][CH2:14]3)[C:7]=2[O:6][CH2:5]1.[O:28]1[CH2:32][CH2:31][CH2:30][CH:29]1[C:33](O)=[O:34]>>[O:4]1[C:8]2[CH:9]=[CH:10][CH:11]=[C:12]([N:13]3[CH2:18][CH2:17][N:16]([CH2:19][CH2:20][C@H:21]4[CH2:26][CH2:25][C@H:24]([NH:27][C:33]([CH:29]5[CH2:30][CH2:31][CH2:32][O:28]5)=[O:34])[CH2:23][CH2:22]4)[CH2:15][CH2:14]3)[C:7]=2[O:6][CH2:5]1 |f:0.1.2.3|. Procedure: The title compound, white solid (24.3 mg, 69.4%), MS (ISP) m/z=430 [(M+H)+], was prepared in accordance with the general method of example 1 from Trans-4-[2-(4-Benzo[1,3]dioxol-4-yl-piperazin-1-yl)-ethyl]-cyclohexylamine hydrochloride (Intermediate A) (30 mg, 81.5 mmol) and tetrahydrofuran-2-carboxylic acid. Starting materials: Intermediate 223, FC(C(=O)O)(F)F.C[C@H](CCC)OC=1NC(=C2N=C(N=C2N1)OC)N (2-{[(1R)-1-methylbutyl]oxy}-8-(methyloxy)-1H-purin-6-amine trifluoroacetate), BrCCCC1OCCC1 (2-(3-bromopropyl)tetrahydrofuran). Yields the product C[C@H](CCC)OC1=NC(=C2N=C(N(C2=N1)CCCC1OCCC1)OC)N (2-{[(1R)-1-Methylbutyl]oxy}-8-(methyloxy)-9-[3-(tetrahydro-2-furanyl)propyl]-9H-purin-6-amine). RXN SMILES: FC(F)(F)C(O)=O.[CH3:8][C@@H:9]([O:13][C:14]1[NH:15][C:16]([NH2:25])=[C:17]2[C:21]([N:22]=1)=[N:20][C:19]([O:23][CH3:24])=[N:18]2)[CH2:10][CH2:11][CH3:12].Br[CH2:27][CH2:28][CH2:29][CH:30]1[CH2:34][CH2:33][CH2:32][O:31]1>>[CH3:8][C@@H:9]([O:13][C:14]1[N:22]=[C:21]2[C:17]([N:18]=[C:19]([O:23][CH3:24])[N:20]2[CH2:27][CH2:28][CH2:29][CH:30]2[CH2:34][CH2:33][CH2:32][O:31]2)=[C:16]([NH2:25])[N:15]=1)[CH2:10][CH2:11][CH3:12] |f:0.1|. Procedure: Prepared similarly to Intermediate 223 from 2-{[(1R)-1-methylbutyl]oxy}-8-(methyloxy)-1H-purin-6-amine trifluoroacetate and 2-(3-bromopropyl)tetrahydrofuran but conducting the alkylation over 1 hour at 60° C. Solvent: CN(C=O)C (dimethylformamide). The product is FC(C1=CC=C2SC=3C=CC=C(C3NC2=C1)C(=O)Cl)(F)F (8-trifluoromethylphenothiazine-1-carboxylic acid chloride). Run at time 4 hour. As a reaction SMILES: [F:1][C:2]([F:21])([F:20])[C:3]1[CH:16]=[C:15]2[C:6]([S:7][C:8]3[CH:9]=[CH:10][CH:11]=[C:12]([C:17](O)=[O:18])[C:13]=3[NH:14]2)=[CH:5][CH:4]=1.C(Cl)(Cl)[Cl:23].P(Cl)(Cl)Cl>CN(C)C=O>[F:1][C:2]([F:21])([F:20])[C:3]1[CH:16]=[C:15]2[C:6]([S:7][C:8]3[CH:9]=[CH:10][CH:11]=[C:12]([C:17]([Cl:23])=[O:18])[C:13]=3[NH:14]2)=[CH:5][CH:4]=1. The reactants are FC(C1=CC=C2SC=3C=CC=C(C3NC2=C1)C(=O)O)(F)F (8-Trifluoromethylphenothiazine-1-carboxylic acid), C(Cl)(Cl)Cl (chloroform), P(Cl)(Cl)Cl (phosphorus trichloride). Procedure details: 8-Trifluoromethylphenothiazine-1-carboxylic acid (62.2 g., 0.20 mol.) was added to a stirred mixture of 300 ml. of chloroform and 300 ml. of phosphorus trichloride. The resulting brown suspension was cooled in an ice-bath while 50 ml. of dimethylformamide was added slowly until a reddish brown solution formed. After stirring the mixture for 4 hours at 25°, the chloroform and excess phosphorus trichloride were evaporated under reduced pressure. The resulting reddish brown solid residue was dissol... Reactants: CC(C)(C)OC(=O)N1CCC(F)(CN2C(=O)c3ccccc3C2=O)CC1, CCO, NN, O. Product: CC(C)(C)OC(=O)N1CCC(F)(CN)CC1. As a reaction SMILES: [C:1]([CH3:2])([CH3:3])([CH3:4])[O:5][C:6](=[O:7])[N:8]1[CH2:9][CH2:10][C:11]([F:14])([CH2:15][N:16]2[C:17](=[O:18])[c:19]3[c:20]([cH:21][cH:22][cH:23][cH:24]3)[C:25]2=[O:26])[CH2:12][CH2:13]1.[CH3:30][CH2:31][OH:32].[NH2:28][NH2:29].[OH2:27]>>[C:1]([CH3:2])([CH3:3])([CH3:4])[O:5][C:6](=[O:7])[N:8]1[CH2:9][CH2:10][C:11]([F:14])([CH2:15][NH2:16])[CH2:12][CH2:13]1. Starting materials: [Cl-].[NH4+] (ammonium chloride), [H-].[Na+] (sodium hydride), FC1=C(C=C(C=C1)[N+](=O)[O-])C(F)(F)F (2-fluoro-5-nitrobenzotrifluoride), CN(CCO)C (2-dimethylaminoethanol). The solvent is CN(C=O)C (dimethylformamide). Reaction conditions: time 10 minute. Yields the product CN(CCOC1=C(C=C(C=C1)N)C(F)(F)F)C (4-(2-(dimethylamino)ethoxy)-3-(trifluoromethyl)phenylamine). The yield is 96.5%. Reaction SMILES: [CH3:1][N:2]([CH3:6])[CH2:3][CH2:4][OH:5].[H-].[Na+].F[C:10]1[CH:15]=[CH:14][C:13]([N+:16]([O-])=O)=[CH:12][C:11]=1[C:19]([F:22])([F:21])[F:20].[Cl-].[NH4+]>CN(C)C=O>[CH3:1][N:2]([CH3:6])[CH2:3][CH2:4][O:5][C:10]1[CH:15]=[CH:14][C:13]([NH2:16])=[CH:12][C:11]=1[C:19]([F:20])([F:21])[F:22] |f:1.2,4.5|. Reported procedure: In 6 mL of dimethylformamide, 256 mg (2.87 mmol) of 2-dimethylaminoethanol was dissolved, and 42 mg (1.05 mmol) of sodium hydride was added thereto, and the mixture solution was stirred at room temperature for 10 minutes, and then 200 mg (0.96 mmol) of 2-fluoro-5-nitrobenzotrifluoride was added thereto and the mixture solution was heated at 50° C. for two hours. The reaction solution was poured into a saturated ammonium chloride aqueous solution and extracted with ethyl acetate, and the extract ... The reactants are CO, COC(=O)c1cc(-c2ccccn2)c(=O)n(C2CCCC2)c1, [Li+], [OH-], O, O=S(=O)(O)O. The product is O=C(O)c1cc(-c2ccccn2)c(=O)n(C2CCCC2)c1. As a reaction SMILES: [CH3:25][OH:26].[CH:1]1([n:6]2[cH:7][c:8]([C:19](=[O:20])[O:21][CH3:22])[cH:9][c:10](-[c:13]3[n:14][cH:15][cH:16][cH:17][cH:18]3)[c:11]2=[O:12])[CH2:2][CH2:3][CH2:4][CH2:5]1.[Li+:23].[OH-:24].[OH2:32].[S:27](=[O:28])(=[O:29])([OH:30])[OH:31]>>[CH:1]1([n:6]2[cH:7][c:8]([C:19](=[O:20])[OH:21])[cH:9][c:10](-[c:13]3[n:14][cH:15][cH:16][cH:17][cH:18]3)[c:11]2=[O:12])[CH2:2][CH2:3][CH2:4][CH2:5]1. Starting materials: NC1=C(C=CC=C1C(C1=CC=CC=C1)=O)C(C#N)SC (2-amino-3-benzoyl-α-(methylthio)benzeneacetonitrile). Reagents/catalysts: [Ni] (Raney nickel). Run in O1CCCC1 (tetrahydrofuran). Conditions: time 10 minute. Yields the product NC1=C(C=CC=C1C(C1=CC=CC=C1)=O)CC#N (2-Amino-3-benzoylbenzeneacetonitrile). The yield is 71.8%. As a reaction SMILES: [NH2:1][C:2]1[C:7]([C:8](=[O:15])[C:9]2[CH:14]=[CH:13][CH:12]=[CH:11][CH:10]=2)=[CH:6][CH:5]=[CH:4][C:3]=1[CH:16](SC)[C:17]#[N:18]>O1CCCC1.[Ni]>[NH2:1][C:2]1[C:7]([C:8](=[O:15])[C:9]2[CH:14]=[CH:13][CH:12]=[CH:11][CH:10]=2)=[CH:6][CH:5]=[CH:4][C:3]=1[CH2:16][C:17]#[N:18]. Procedure details: To a solution of 19.4 g (0.069 mole) of 2-amino-3-benzoyl-α-(methylthio)benzeneacetonitrile in 200 ml of tetrahydrofuran was added 160 g of commercial Raney nickel which had been washed three times with water and three times with tetrahydrofuran. The mixture was stirred at ambient temperature for 10 minutes and then filtered. The filtrate obtained was concentrated to give a solid residue. This residue was recrystallized from 2-propanol to yield 11.7 g (72%) of the titled compound as bronze needl...